This data is from the Open Reaction Database (ORD), a public repository of structured organic reaction records. The task is: describe an organic reaction: reactants, conditions, products, and yield The reactants are N1(CCCCC1)C1=CCCC2=CC=CC=C12 (1-piperidino-3,4-dihydronaphthalene), C([O-])([O-])=O.[K+].[K+] (potassium carbonate), [H-].[Al+3].[Li+].[H-].[H-].[H-] (lithium aluminum hydride), Cl (HCl). The solvent is CCOCC (ether), CCOCC (ether). Run at time 1 hour. Yields the product C1(CCCC2=CC=CC=C12)N1CCCCC1 (1-(1-Tetrahydronaphthyl)piperidine). Reaction SMILES: [N:1]1([C:7]2[C:16]3[C:11](=[CH:12][CH:13]=[CH:14][CH:15]=3)[CH2:10][CH2:9][CH:8]=2)[CH2:6][CH2:5][CH2:4][CH2:3][CH2:2]1.Cl.[H-].[Al+3].[Li+].[H-].[H-].[H-].C(=O)([O-])[O-].[K+].[K+]>CCOCC>[CH:7]1([N:1]2[CH2:6][CH2:5][CH2:4][CH2:3][CH2:2]2)[C:16]2[C:11](=[CH:12][CH:13]=[CH:14][CH:15]=2)[CH2:10][CH2:9][CH2:8]1 |f:2.3.4.5.6.7,8.9.10|. Procedure: An ether solution of 48 g. of 1-piperidino-3,4-dihydronaphthalene as prepared above is treated with gaseous HCl to precipitate the salt. Rapid filtering to avoid hydrolysis by moisture followed by drying over potassium hydroxide in a vacuum dessicator provides a white powder salt which is added portionwise to an ether suspension of excess lithium aluminum hydride. After 1 hour of stirring, the excess reagent is decomposed by the cautious dropwise addition of potassium carbonate solution until a ...